From a dataset of the Open Reaction Database (ORD), a public repository of structured organic reaction records. describe an organic reaction: reactants, conditions, products, and yield The reactants are ClC1=C(N=CN(C1=O)C=1C=C(C(=O)NCC(=O)N)C=CC1C)OCC1=C(C=C(C=C1)F)F (3-[5-chloro-4-[(2,4-difluorobenzyl)oxy]-6-oxopyrimidin-1(6H)-yl]-N-[1-(aminocarbonyl)methyl]-4-methylbenzamide), Cl.NCC(=O)N (glycineamide HCl). The product is ClC1=C(N=CN(C1=O)C=1C=C(C(=O)NC[C@H](CO)O)C=CC1C)OCC1=C(C=C(C=C1)F)F (3-[5-chloro-4-[(2,4-difluorobenzyl)oxy]-6-oxopyrimidin-1(6H)-yl]-N-[(2R)-2,3-dihydroxypropyl]-4-methylbenzamide). Reaction SMILES: [Cl:1][C:2]1[C:7](=[O:8])[N:6]([C:9]2[CH:10]=[C:11]([CH:19]=[CH:20][C:21]=2[CH3:22])[C:12]([NH:14][CH2:15][C:16](N)=[O:17])=[O:13])[CH:5]=[N:4][C:3]=1[O:23][CH2:24][C:25]1[CH:30]=[CH:29][C:28]([F:31])=[CH:27][C:26]=1[F:32].Cl.NC[C:36](N)=[O:37]>>[Cl:1][C:2]1[C:7](=[O:8])[N:6]([C:9]2[CH:10]=[C:11]([CH:19]=[CH:20][C:21]=2[CH3:22])[C:12]([NH:14][CH2:15][C@@H:16]([OH:17])[CH2:36][OH:37])=[O:13])[CH:5]=[N:4][C:3]=1[O:23][CH2:24][C:25]1[CH:30]=[CH:29][C:28]([F:31])=[CH:27][C:26]=1[F:32] |f:1.2|. Procedure: The title compound was prepared using a procedure similar to that used in Step 4 of the synthesis of 3-[5-chloro-4-[(2,4-difluorobenzyl)oxy]-6-oxopyrimidin-1(6H)-yl]-N-[1-(aminocarbonyl)methyl]-4-methylbenzamide by substituting (R)-(+)-3-amino-1,2-propanediol for glycineamide HCl. 1H NMR (CD3OD/400 MHz) δ8.32 (s, 1H), 7.92 (m, 1H), 7.77 (s, 1H), 7.61 (q, 1H, J=8.0 Hz), 7.53 (d, 1H, J=8.0 Hz), 7.02 (m, 2H), 5.60 (m, 2H), 3.81 (m, 1H), 3.54 (m, 3H), 3.39 (m, 1H), 2.20 (s, 3H). ESHRMS m/z 480.1117 ...